From a dataset of the Open Reaction Database (ORD), a public repository of structured organic reaction records. describe an organic reaction: reactants, conditions, products, and yield Reactants: N(=[N+]=[N-])C(C)C=1N=C2N(C(C1C1=C(C(=CC=C1)F)F)=O)C(=CS2)C (7-(1-azidoethyl)-6-(2,3-difluorophenyl)-3-methyl-5H-[1,3]thiazolo[3,2-a]pyrimidin-5-one), CP(C)C (trimethylphosphine). Solvent: O1CCCC1 (tetrahydrofuran), O1CCCC1 (tetrahydrofuran). Run at time 1 hour. Product: NC(C)C=1N=C2N(C(C1C1=C(C(=CC=C1)F)F)=O)C(=CS2)C (7-(1-aminoethyl)-6-(2,3-difluorophenyl)-3-methyl-5H-[1,3]thiazolo[3,2-a]pyrimidin-5-one). The yield is 98.5%. Reaction SMILES: [N:1]([CH:4]([C:6]1[N:7]=[C:8]2[S:23][CH:22]=[C:21]([CH3:24])[N:9]2[C:10](=[O:20])[C:11]=1[C:12]1[CH:17]=[CH:16][CH:15]=[C:14]([F:18])[C:13]=1[F:19])[CH3:5])=[N+]=[N-].CP(C)C>O1CCCC1>[NH2:1][CH:4]([C:6]1[N:7]=[C:8]2[S:23][CH:22]=[C:21]([CH3:24])[N:9]2[C:10](=[O:20])[C:11]=1[C:12]1[CH:17]=[CH:16][CH:15]=[C:14]([F:18])[C:13]=1[F:19])[CH3:5]. Procedure details: To a solution of 7-(1-azidoethyl)-6-(2,3-difluorophenyl)-3-methyl-5H-[1,3]thiazolo[3,2-a]pyrimidin-5-one (0.083 g, 0.24 mmol) in tetrahydrofuran (3 mL) was added 1.00 M of trimethylphosphine in tetrahydrofuran (0.29 mL, 0.29 mmol), and the mixture was stirred at room temperature for 1 hour. The mixture was concentrated to give the crude product (0.076 g), which was used directly in next step. LCMS calculated for C15H14F2N3OS (M+H)+: m/z=322.1. Found: 322.0.